The task is: describe an organic reaction: reactants, conditions, products, and yield. This data is from the Open Reaction Database (ORD), a public repository of structured organic reaction records. Starting materials: 70, CC1=CC=CC=C1CCl (o-xylyl chloride), 135, P(O)(O)(O)=O (phosphoric acid), S(O)(O)(=O)=O (sulfuric acid), C1(=CC=C(C=C1)S(=O)(=O)O)C (p-toluenesulfonic acid). Run in C1=CC=CC=C1 (benzene). Product: C(C1=CC=CC=C1)C1=C(C=CC=C1)C (o-benzyltoluene). The yield is 89.0%. RXN SMILES: [CH3:1][C:2]1[C:7]([CH2:8]Cl)=[CH:6][CH:5]=[CH:4][CH:3]=1.P(=O)(O)(O)O.S(=O)(=O)(O)O.[C:20]1(C)[CH:25]=[CH:24][C:23](S(O)(=O)=O)=[CH:22][CH:21]=1>C1C=CC=CC=1>[CH2:8]([C:7]1[CH:6]=[CH:5][CH:4]=[CH:3][C:2]=1[CH3:1])[C:20]1[CH:25]=[CH:24][CH:23]=[CH:22][CH:21]=1. Procedure: A solution of 70 parts of o-xylyl chloride and 390 parts of benzene is added to a mixture of 135 parts of 85% strength by weight phosphoric acid, 270 parts of 85% strength by weight sulfuric acid and 10 parts of p-toluenesulfonic acid at from 75° to 80° C, whilst stirring thoroughly. After a further 4 hours at from 75° to 80° C the organic phase is separated off and 81 parts (89% of theory) of o-benzyltoluene (nD25 : 1.5739) are isolated by distillation at from 98° to 100° C at 0.2 mm Hg. Reactants: C(C)(C)(C)OC(=O)NCC1=CC=C(CNC(=O)N2CCN(CC2)C(CN2C(CCN(C(CC2)=O)CC(N2CCN(CC2)C(=O)NCC2=CC=C(C=C2)CNC(=O)OC(C)(C)C)=O)=O)=O)C=C1 (1,5-bis-{2-[4-(4-tert-butyloxycarbonylaminomethylbenzylaminocarbonyl)piperazin-1-yl]-2-oxoethyl}-perhydro-1,5-diazocin-2,6-dione), C(C)(C)(C)OC(=O)NCC1=CC=C(CNC(=O)N2CCN(CC2)C(CN2C(CCN(C(CC2)=O)CC(N2CCN(CC2)C(=O)NCC2=CC=C(C=C2)CNC(=O)OC(C)(C)C)=O)=O)=O)C=C1 (1,5-bis-{2-[4-(4-tert-butyloxycarbonylaminomethylbenzylaminocarbonyl)piperazin-1-yl]-2-oxoethyl}-perhydro-1,5-diazocin-2,6-dione), FC(C(=O)O)(F)F (trifluoroacetic acid), solution, Cl (HCl). Solvent: ClCCl (dichloromethane), O1CCOCC1 (dioxane). RXN SMILES: C(OC([NH:8][CH2:9][C:10]1[CH:66]=[CH:65][C:13]([CH2:14][NH:15][C:16]([N:18]2[CH2:23][CH2:22][N:21]([C:24](=[O:64])[CH2:25][N:26]3[CH2:33][CH2:32][C:31](=[O:34])[N:30]([CH2:35][C:36](=[O:62])[N:37]4[CH2:42][CH2:41][N:40]([C:43]([NH:45][CH2:46][C:47]5[CH:52]=[CH:51][C:50]([CH2:53][NH:54]C(OC(C)(C)C)=O)=[CH:49][CH:48]=5)=[O:44])[CH2:39][CH2:38]4)[CH2:29][CH2:28][C:27]3=[O:63])[CH2:20][CH2:19]2)=[O:17])=[CH:12][CH:11]=1)=O)(C)(C)C.FC(F)(F)C(O)=O.[ClH:74]>ClCCl.O1CCOCC1>[ClH:74].[ClH:74].[NH2:8][CH2:9][C:10]1[CH:11]=[CH:12][C:13]([CH2:14][NH:15][C:16]([N:18]2[CH2:23][CH2:22][N:21]([C:24](=[O:64])[CH2:25][N:26]3[CH2:33][CH2:32][C:31](=[O:34])[N:30]([CH2:35][C:36](=[O:62])[N:37]4[CH2:42][CH2:41][N:40]([C:43]([NH:45][CH2:46][C:47]5[CH:48]=[CH:49][C:50]([CH2:53][NH2:54])=[CH:51][CH:52]=5)=[O:44])[CH2:39][CH2:38]4)[CH2:29][CH2:28][C:27]3=[O:63])[CH2:20][CH2:19]2)=[O:17])=[CH:65][CH:66]=1 |f:5.6.7|. Procedure: 0.2 g of 1,5-bis-{2-[4-(4-tert-butyloxycarbonylaminomethylbenzylaminocarbonyl)piperazin-1-yl]-2-oxoethyl}-perhydro-1,5-diazocin-2,6-dione (starting material A1) is suspended in 2 ml of dichloromethane and then admixed with 2 ml of trifluoroacetic acid. The mixture is stirred at RT overnight, and 2 ml of a solution of HCl in dioxane are then added. The mixture is concentrated to dryness using a rotary evaporator. The residue is twice triturated with ether and the solvent decanted off. The residue... Product: Cl.Cl.NCC1=CC=C(CNC(=O)N2CCN(CC2)C(CN2C(CCN(C(CC2)=O)CC(N2CCN(CC2)C(=O)NCC2=CC=C(C=C2)CN)=O)=O)=O)C=C1 (1,5-bis-{2-[4-(4-Aminomethylbenzylaminocarbonyl)piperazin-1-yl]-2-oxoethyl}perhydro-1,5-diazocin-2,6-dione Dihydrochloride). Run at time 8 hour.